Dataset: the Open Reaction Database (ORD), a public repository of structured organic reaction records. Task: describe an organic reaction: reactants, conditions, products, and yield Starting materials: C(=O)C1=CC=C(OCCC2=CC=C(C=C2)NC(OC)=O)C=C1 (methyl N-{4-[2-(4-formylphenoxy)ethyl]phenyl}carbamate), S1C(NC(C1)=O)=O (2,4-thiazolidinedione), N1CCCCC1 (piperidine), C(C)(=O)O (acetic acid). Solvent: O (water), C1(=CC=CC=C1)C (toluene). Product: COC(=O)NC1=CC=C(C=C1)CCOC1=CC=C(C=C2C(NC(S2)=O)=O)C=C1 (5-(4-[2-(4-methoxycarbonylaminophenyl)ethoxy]benzylidene)thiazolidine-2,4-dione). Isolated yield 71.2%. RXN SMILES: [CH:1]([C:3]1[CH:22]=[CH:21][C:6]([O:7][CH2:8][CH2:9][C:10]2[CH:15]=[CH:14][C:13]([NH:16][C:17](=[O:20])[O:18][CH3:19])=[CH:12][CH:11]=2)=[CH:5][CH:4]=1)=O.[S:23]1[CH2:27][C:26](=[O:28])[NH:25][C:24]1=[O:29].N1CCCCC1.C(O)(=O)C>O.C1(C)C=CC=CC=1>[CH3:19][O:18][C:17]([NH:16][C:13]1[CH:14]=[CH:15][C:10]([CH2:9][CH2:8][O:7][C:6]2[CH:21]=[CH:22][C:3]([CH:1]=[C:27]3[S:23][C:24](=[O:29])[NH:25][C:26]3=[O:28])=[CH:4][CH:5]=2)=[CH:11][CH:12]=1)=[O:20]. Procedure details: 2 g (6.7 mmole) methyl N-{4-[2-(4-formylphenoxy)ethyl]phenyl}carbamate, 1.57 g (13.4 mmole) 2,4-thiazolidinedione, piperidine, acetic acid and toluene were refluxed with water separation in a Dean-Stark apparatus for 3 hours. The formed yellow precipitate was collected by filtration giving 1.9 g (yield 71.2%) of 5-(4-[2-(4-methoxycarbonylaminophenyl)ethoxy]benzylidene)thiazolidine-2,4-dione. The reactants are N1CCNCC1 (piperazine), C(C)OC(=O)C1=CN(C2=NC(=C(C=C2C1=O)F)Cl)CC (7-chloro-1-ethyl-6-fluoro-1,4-dihydro-4-oxo-1,8-naphthyridine-3-carboxylic acid ethyl ester). Solvent: C(C)O (ethanol). The product is C(C)OC(=O)C1=CN(C2=NC(=C(C=C2C1=O)F)N1CCNCC1)CC (1-ethyl-6-fluoro-1,4-dihydro-4-oxo-7-(1-piperazinyl)-1,8-naphthyridine-3-carboxylic acid ethyl ester). Reaction SMILES: [NH:1]1[CH2:6][CH2:5][NH:4][CH2:3][CH2:2]1.[CH2:7]([O:9][C:10]([C:12]1[C:21](=[O:22])[C:20]2[C:15](=[N:16][C:17](Cl)=[C:18]([F:23])[CH:19]=2)[N:14]([CH2:25][CH3:26])[CH:13]=1)=[O:11])[CH3:8]>C(O)C>[CH2:7]([O:9][C:10]([C:12]1[C:21](=[O:22])[C:20]2[C:15](=[N:16][C:17]([N:1]3[CH2:6][CH2:5][NH:4][CH2:3][CH2:2]3)=[C:18]([F:23])[CH:19]=2)[N:14]([CH2:25][CH3:26])[CH:13]=1)=[O:11])[CH3:8]. Reported procedure: A mixture of piperazine (0.86 g), the above ester (1.0 g) and ethanol (20 ml) was refluxed for 2.5 hrs. The solvent was evaporated, and the residue was extracted with chloroform. The chloroform layer was washed with water, dried over anhydrous sodium sulfate, and chloroform was evaporated. The residue was purified by chromatography to give 1-ethyl-6-fluoro-1,4-dihydro-4-oxo-7-(1-piperazinyl)-1,8-naphthyridine-3-carboxylic acid ethyl ester. As a reaction SMILES: [CH3:16][O:17][CH2:18][CH2:19][O:20][CH3:21].[CH3:1][O:2][c:3]1[cH:4][c:5]([C:13]([OH:14])=[O:15])[cH:6][c:7]([O:8][CH3:9])[c:10]1[O:11][CH3:12].[Cl:22][C:23]([C:24]([Cl:25])=[O:26])=[O:27].[O:28]=[CH:29][N:30]([CH3:31])[CH3:32]>>[CH3:1][O:2][c:3]1[cH:4][c:5]([C:13](=[O:15])[Cl:22])[cH:6][c:7]([O:8][CH3:9])[c:10]1[O:11][CH3:12]. Starting materials: COCCOC, COc1cc(C(=O)O)cc(OC)c1OC, O=C(Cl)C(=O)Cl, CN(C)C=O. The product is COc1cc(C(=O)Cl)cc(OC)c1OC. Yield: 117.6%. As a reaction SMILES: [NH2:1][CH2:2][C:3]1[CH:4]=[CH:5][C:6]([Cl:25])=[C:7]([C:9]2[NH:13][C:12](=[O:14])[N:11]([C:15]3[CH:20]=[CH:19][C:18]([C:21]([F:24])([F:23])[F:22])=[CH:17][CH:16]=3)[N:10]=2)[CH:8]=1.[C:26](Cl)(=[O:30])[CH:27]([CH3:29])[CH3:28]>C1COCC1>[Cl:25][C:6]1[CH:5]=[CH:4][C:3]([CH2:2][NH:1][C:26](=[O:30])[CH:27]([CH3:29])[CH3:28])=[CH:8][C:7]=1[C:9]1[NH:13][C:12](=[O:14])[N:11]([C:15]2[CH:16]=[CH:17][C:18]([C:21]([F:24])([F:23])[F:22])=[CH:19][CH:20]=2)[N:10]=1. Reactants: NCC=1C=CC(=C(C1)C1=NN(C(N1)=O)C1=CC=C(C=C1)C(F)(F)F)Cl (3-(5-(aminomethyl)-2-chlorophenyl)-1-(4-(trifluoromethyl)phenyl)-1H-1,2,4-triazol-5(4H)-one), C(C(C)C)(=O)Cl (isobutyryl chloride), TEA. The solvent is C1CCOC1 (THF). The product is ClC1=C(C=C(CNC(C(C)C)=O)C=C1)C1=NN(C(N1)=O)C1=CC=C(C=C1)C(F)(F)F (N-(4-Chloro-3-(1-(4-(trifluoromethyl)phenyl)-4,5-dihydro-5-oxo-1H-1,2,4-triazol-3-yl)benzyl)isobutyramide). Reported procedure: The title compound was prepared according to the procedure described in Example-108 by using 3-(5-(aminomethyl)-2-chlorophenyl)-1-(4-(trifluoromethyl)phenyl)-1H-1,2,4-triazol-5(4H)-one (Intermediate-63, 0.250 g, 0.678 mmol), isobutyryl chloride (0.108 g, 1.01 mmol), TEA (2.0 mL), and dry THF (5 mL) to afford 0.350 g of the desired product. 1H NMR (300 MHz, DMSO d6): δ 1.14 (d, J=6.6 Hz, 6H), 2.41-2.43 (m, 1H), 4.30 (d, J=6.3 Hz, 2H), 7.43 (d, J=8.1 Hz, 1H), 7.61-7.64 (m, 2H), 7.86 (d, J=9.3 Hz, ...